Dataset: the Open Reaction Database (ORD), a public repository of structured organic reaction records. Task: describe an organic reaction: reactants, conditions, products, and yield Starting materials: C(C(=O)O)(=O)O (oxalic acid), CN1CC(=CCC1)C(N)=NO (1-methyl-1,2,5,6-tetrahydropyridin-3-carboxamide oxime), CCOCC (ether). Run in C(C)O (ethanol), C(C)(=O)OC(C)=O (acetic anhydride). Product: C(C(=O)[O-])(=O)[O-].C[NH+]1CC(=CCC1)C1=NOC(=N1)C.C[NH+]1CC(=CCC1)C1=NOC(=N1)C (1-Methyl-3-(5-methyl-1,2,4-oxadiazol-3-yl)-1,2,5,6-tetrahydropyridinium oxalate). Yield: 52.0%. As a reaction SMILES: [CH3:1][N:2]1[CH2:7][CH2:6][CH:5]=[C:4]([C:8](=[N:10][OH:11])[NH2:9])[CH2:3]1.[C:12]([OH:17])(=[O:16])[C:13]([OH:15])=[O:14].[CH3:18][CH2:19][O:20][CH2:21][CH3:22]>C(OC(=O)C)(=O)C.C(O)C>[C:12]([O-:17])(=[O:16])[C:13]([O-:15])=[O:14].[CH3:1][NH+:2]1[CH2:7][CH2:6][CH:5]=[C:4]([C:8]2[N:9]=[C:18]([CH3:19])[O:11][N:10]=2)[CH2:3]1.[CH3:1][NH+:2]1[CH2:7][CH2:6][CH:5]=[C:4]([C:8]2[N:10]=[C:21]([CH3:22])[O:20][N:9]=2)[CH2:3]1 |f:5.6.7|. Reported procedure: A solution of 1-methyl-1,2,5,6-tetrahydropyridin-3-carboxamide oxime (200 mg; 1.29 mmol) in acetic anhydride (5 ml) was heated at 80° C. for 24 hours. After evaporation in vacuo the residue was dissolved in 4N NaOH (5 ml) and extracted with ether (3×25 ml). The ether phases were dried (MgSO4), filtered, and evaporated in vacuo. The residue was dissolved in ethanol (99.9%)(5 ml) and added to a solution of oxalic acid (100 mg; 1.1 mmol) in ethanol (99.9%)(5 ml). Addition of ether gave the title co...